Dataset: the Open Reaction Database (ORD), a public repository of structured organic reaction records. Task: describe an organic reaction: reactants, conditions, products, and yield As a reaction SMILES: [CH:1]1([C@@H:4]2[O:12][CH2:11][C:7]3=[N:8][O:9][CH2:10][C@@H:6]3[CH2:5]2)[CH2:3][CH2:2]1.C(=O)=O.CO>>[CH:1]1([C@H:4]2[O:12][CH2:11][C:7]3=[N:8][O:9][CH2:10][C@H:6]3[CH2:5]2)[CH2:3][CH2:2]1 |f:1.2|. Yields the product C1(CC1)[C@@H]1C[C@H]2C(=NOC2)CO1 ((3aS,5S)-5-cyclopropyl-3,3a,4,5-tetrahydro-7H-pyrano[3,4-c][1,2]oxazole). Reported procedure: Racemic rel-(3aR,5R)-5-cyclopropyl-3,3a,4,5-tetrahydro-7H-pyrano[3,4-c][1,2]oxazole (C18) (20 g, 0.12 mol) was separated into its enantiomers using supercritical fluid chromatography (Column: ChiralPAK® AS-H, 5 μm; Eluent: 9:1 carbon dioxide/methanol). The first-eluting enantiomer provided (3aS,5S)-5-cyclopropyl-3,3a,4,5-tetrahydro-7H-pyrano[3,4-c][1,2]oxazole (C75) as a pale yellow solid. The indicated absolute stereochemistry was assigned to compound C75 on the basis of the biological activity... Reactants: C1(CC1)[C@H]1C[C@@H]2C(=NOC2)CO1 (Racemic rel-(3aR,5R)-5-cyclopropyl-3,3a,4,5-tetrahydro-7H-pyrano[3,4-c][1,2]oxazole), C(=O)=O.CO (carbon dioxide methanol). Starting materials: C(C1=CC=CC=C1)OCC(OSCC(=O)OCC)CO[Si](C)(C)C(C)(C)C (1-O-Benzyl-3-O-t-butyldimethylsilyl-2-(ethoxycarbonylmethylthio)glycerol), O (water), [OH-].[K+] (potassium hydroxide). Solvent: CO (methanol). Conditions: time 8 hour. The product is C(C1=CC=CC=C1)OCC(OSCC(=O)O)CO (1-O-benzyl-2-(carboxymethylthio)glycerol). The yield is 91.4%. RXN SMILES: [CH2:1]([O:8][CH2:9][CH:10]([CH2:19][O:20][Si](C(C)(C)C)(C)C)[O:11][S:12][CH2:13][C:14]([O:16]CC)=[O:15])[C:2]1[CH:7]=[CH:6][CH:5]=[CH:4][CH:3]=1.O.[OH-].[K+]>CO>[CH2:1]([O:8][CH2:9][CH:10]([CH2:19][OH:20])[O:11][S:12][CH2:13][C:14]([OH:16])=[O:15])[C:2]1[CH:3]=[CH:4][CH:5]=[CH:6][CH:7]=1 |f:2.3|. Procedure: 1-O-Benzyl-3-O-t-butyldimethylsilyl-2-(ethoxycarbonylmethylthio)glycerol (1 g) was added to a solvent mixture of water (8 ml) and methanol (16 ml), and potassium hydroxide (1 g) added thereto and the mixture stirred overnight at room temperature. The reaction mixture was extracted with ethyl ether twice to remove the impurities, and the pH of the extract was adjusted to 1 to 2 with 6N hydrochloric acid. Then the mixture was extracted with ethyl acetate. The extract was dried over anhydrous magne... Starting materials: C1CCNCC1, CCO, O=C1Cc2c(cccc2C2CCNCC2)N1, Cc1c(C(=O)NCc2ccncc2)c[nH]c1C=O. The product is Cc1c(C(=O)NCc2ccncc2)c[nH]c1C=C1C(=O)Nc2cccc(C3CCNCC3)c21. Reaction SMILES: [CH2:35]1[CH2:36][CH2:37][NH:38][CH2:39][CH2:40]1.[CH3:41][CH2:42][OH:43].[NH:1]1[CH2:2][CH2:3][CH:4]([c:7]2[c:8]3[c:12]([cH:13][cH:14][cH:15]2)[NH:11][C:10](=[O:16])[CH2:9]3)[CH2:5][CH2:6]1.[n:17]1[cH:18][cH:19][c:20]([CH2:23][NH:24][C:25](=[O:26])[c:27]2[cH:28][nH:29][c:30]([CH:33]=[O:34])[c:31]2[CH3:32])[cH:21][cH:22]1>>[NH:1]1[CH2:2][CH2:3][CH:4]([c:7]2[c:8]3[c:12]([cH:13][cH:14][cH:15]2)[NH:11][C:10](=[O:16])[C:9]3=[CH:33][c:30]2[nH:29][cH:28][c:27]([C:25]([NH:24][CH2:23][c:20]3[cH:19][cH:18][n:17][cH:22][cH:21]3)=[O:26])[c:31]2[CH3:32])[CH2:5][CH2:6]1.